This data is from the Open Reaction Database (ORD), a public repository of structured organic reaction records. The task is: describe an organic reaction: reactants, conditions, products, and yield The reactants are ClC=1C(=CC(=NC1)F)C1=NC(=CC=C1)NCC1=CC(=CC=C1)F (5′-chloro-2′-fluoro-N-(3-fluorobenzyl)-2,4′-bipyridin-6-amine), N[C@H]1C[C@H](CC1)C(=O)O ((1S,3R)-3-aminocyclopentanecarboxylic acid), [OH-].[K+] (potassium hydroxide). Run in O1CCOCC1 (dioxane). Run at temperature 100 celsius, time 18 hour. Product: ClC=1C(=CC(=NC1)N[C@H]1C[C@H](CC1)C(=O)O)C1=NC(=CC=C1)NCC1=CC(=CC=C1)F ((1S,3R)-3-(5′-chloro-6-(3-fluorobenzylamino)-2,4′-bipyridin-2′-yl-amino)cyclopentanecarboxylic acid). The yield is 7.5%. As a reaction SMILES: [Cl:1][C:2]1[C:3]([C:9]2[CH:14]=[CH:13][CH:12]=[C:11]([NH:15][CH2:16][C:17]3[CH:22]=[CH:21][CH:20]=[C:19]([F:23])[CH:18]=3)[N:10]=2)=[CH:4][C:5](F)=[N:6][CH:7]=1.[NH2:24][C@@H:25]1[CH2:29][CH2:28][C@H:27]([C:30]([OH:32])=[O:31])[CH2:26]1.[OH-].[K+]>O1CCOCC1>[Cl:1][C:2]1[C:3]([C:9]2[CH:14]=[CH:13][CH:12]=[C:11]([NH:15][CH2:16][C:17]3[CH:22]=[CH:21][CH:20]=[C:19]([F:23])[CH:18]=3)[N:10]=2)=[CH:4][C:5]([NH:24][C@@H:25]2[CH2:29][CH2:28][C@H:27]([C:30]([OH:32])=[O:31])[CH2:26]2)=[N:6][CH:7]=1 |f:2.3|. Procedure: To 5′-chloro-2′-fluoro-N-(3-fluorobenzyl)-2,4′-bipyridin-6-amine (100 mg, 0.301 mmol), was added (1S,3R)-3-aminocyclopentanecarboxylic acid (117 mg, 0.904 mmol), powdered potassium hydroxide (85 mg, 1.507 mmol) and dioxane (1 ml). The reaction mixture was stirred at 100° C. for 18 hr in a sealed vessel and followed by LCMS. The crude reaction mixture was partitioned between 30 mL saturated ammonium chloride and 30 mL ethyl acetate. The organic layer was removed, dried over sodium sulfate, and re... Starting materials: CC1(OB(OC1(C)C)C1=CC=C2COC(C2=C1)=O)C (6-(4,4,5,5-Tetramethyl-1,3,2-dioxaborolan-2-yl)isobenzofuran-1(3H)-one), C(=O)([O-])[O-].[Na+].[Na+] (Na2CO3), ClC1=C(C=CC(=N1)NC(=O)C1(CC1)C1=CC2=C(OC(O2)(F)F)C=C1)C (N-(6-chloro-5-methylpyridin-2-yl)-1-(2,2-difluorobenzo[d][1,3]dioxol-5-yl)cyclopropanecarboxamide). Reagents/catalysts: C=1C=CC(=CC1)[P](C=2C=CC=CC2)(C=3C=CC=CC3)[Pd]([P](C=4C=CC=CC4)(C=5C=CC=CC5)C=6C=CC=CC6)([P](C=7C=CC=CC7)(C=8C=CC=CC8)C=9C=CC=CC9)[P](C=1C=CC=CC1)(C=1C=CC=CC1)C=1C=CC=CC1 (Pd(PPh3)4). Solvent: COCCOC (DME). Conditions: temperature 120 celsius. Yields the product FC1(OC2=C(O1)C=CC(=C2)C2(CC2)C(=O)NC2=NC(=C(C=C2)C)C=2C=C1C(OCC1=CC2)=O)F (1-(2,2-difluorobenzo[d][1,3]dioxol-5-yl)-N-(5-methyl-6-(3-oxo-1,3-dihydroisobenzofuran-5-yl)pyridin-2-yl)cyclopropanecarboxamide). Reaction SMILES: CC1(C)C(C)(C)OB([C:9]2[CH:17]=[C:16]3[C:12]([CH2:13][O:14][C:15]3=[O:18])=[CH:11][CH:10]=2)O1.Cl[C:21]1[N:26]=[C:25]([NH:27][C:28]([C:30]2([C:33]3[CH:43]=[CH:42][C:36]4[O:37][C:38]([F:41])([F:40])[O:39][C:35]=4[CH:34]=3)[CH2:32][CH2:31]2)=[O:29])[CH:24]=[CH:23][C:22]=1[CH3:44].C([O-])([O-])=O.[Na+].[Na+]>C1C=CC([P]([Pd]([P](C2C=CC=CC=2)(C2C=CC=CC=2)C2C=CC=CC=2)([P](C2C=CC=CC=2)(C2C=CC=CC=2)C2C=CC=CC=2)[P](C2C=CC=CC=2)(C2C=CC=CC=2)C2C=CC=CC=2)(C2C=CC=CC=2)C2C=CC=CC=2)=CC=1.COCCOC>[F:41][C:38]1([F:40])[O:37][C:36]2[CH:42]=[CH:43][C:33]([C:30]3([C:28]([NH:27][C:25]4[CH:24]=[CH:23][C:22]([CH3:44])=[C:21]([C:9]5[CH:17]=[C:16]6[C:12](=[CH:11][CH:10]=5)[CH2:13][O:14][C:15]6=[O:18])[N:26]=4)=[O:29])[CH2:32][CH2:31]3)=[CH:34][C:35]=2[O:39]1 |f:2.3.4,^1:54,56,75,94|. Procedure: 6-(4,4,5,5-Tetramethyl-1,3,2-dioxaborolan-2-yl)isobenzofuran-1(3H)-one (39 mg, 0.15 mmol), N-(6-chloro-5-methylpyridin-2-yl)-1-(2,2-difluorobenzo[d][1,3]dioxol-5-yl)cyclopropanecarboxamide (37 mg, 0.10 mmol) and Pd(PPh3)4 (6 mg, 0.005 mmol) were placed in a microwave vial. DME (1 mL) and saturated aq. Na2CO3 (100 μL) were added and the reaction vial was flushed with N2 and sealed. The reaction was heated in the microwave at 120° C. for 20 minutes before it was partitioned between ethyl acetate a... The reactants are C1[C@H]2[C@H]([C@@H](O1)[C@H]([C@@H](O2)O[C@H]3[C@H]([C@H](O[C@H]([C@@H]3O)O[C@@H]4[C@@H]5CO[C@H]4[C@H]([C@@H](O5)O[C@H]6[C@H]([C@H](O[C@H]([C@@H]6O)O[C@@H]7[C@@H]8CO[C@H]7[C@H]([C@@H](O8)O[C@H]9[C@H]([C@H](OC([C@@H]9O)O)CO)O)O)CO)O)O)CO)O)O)O (neoagarohexaose), P(=O)([O-])([O-])[O-].[K+].[K+].[K+] (potassium phosphate). Solvent: P(=O)([O-])([O-])[O-] (phosphate). Run at time 3 hour. The product is C1[C@H]2[C@H]([C@@H](O1)[C@@H]([C@@H](O2)O[C@H]3[C@H]([C@H](O[C@H]([C@@H]3O)O)CO)O)O)O[C@H]4[C@@H]([C@H]([C@H]([C@H](O4)CO)O)O)O (agarotriose). RXN SMILES: C1O[C@H]2[C@@H](O)[C@H]([O:9][C@@H:10]3[C@@H:15]([OH:16])[C@H:14]([O:17][C@H:18]4[C@@H:22]5[C@@H:23]([OH:59])[C@H:24]([O:26][C@@H:27]6[C@@H:32]([OH:33])[C@H:31]([O:34][C@H]7[C@@H]8[C@@H](O)[C@H](O[C@@H]9[C@@H](O)C(O)O[C@H](CO)[C@@H]9O)O[C@H]7CO8)[O:30][C@H:29]([CH2:56][OH:57])[C@@H:28]6[OH:58])[O:25][C@H:19]4[CH2:20][O:21]5)[O:13][C@H:12]([CH2:60][OH:61])[C@@H:11]3[OH:62])O[C@@H]1[C@H]2O.P([O-])([O-])([O-])=O.[K+].[K+].[K+]>P([O-])([O-])([O-])=O>[CH2:20]1[O:21][C@H:22]2[C@H:23]([OH:59])[C@H:24]([O:26][C@@H:27]3[C@@H:32]([OH:33])[C@H:31]([OH:34])[O:30][C@H:29]([CH2:56][OH:57])[C@@H:28]3[OH:58])[O:25][C@@H:19]1[C@H:18]2[O:17][C@@H:14]1[O:13][C@H:12]([CH2:60][OH:61])[C@H:11]([OH:62])[C@H:10]([OH:9])[C@H:15]1[OH:16] |f:1.2.3.4|. Reported procedure: An amount of 30 mg of neoagarohexaose was dissolved in 10 ml of phosphate buffer of pH 7.8. Into this solution, a solution of 0.1 ml of potassium phosphate buffer (pH 7.8) which dissolved 0.1 U of agarase 0107 isolated and purified from Vibrio sp. JT0107-L4 was added. The resultant solution was incubated at 30° C. for 3 hours, then a solution of 0.1 ml of phosphate buffer (pH 7.8) which dissolved 1.5 U of α-NAOS hydrolase isolated and purified from Vibrio sp. JT0107-L4 was added therein. The res... Reactants: N, c1(N(CC)CC)ccccc1.B, C1CN(C[C@@H](C1=O)O)S(=O)(=O)C. Reagents/catalysts: c1ccc(cc1)-c2c3ccccc3cc4ccccc24 (9-Phenylanthracene). Reaction conditions: temperature 25 celsius, time 18 hour. Product: CS(=O)(=O)N1CC[C@@H](N)[C@H](O)C1. RXN SMILES: [CH3:1][S:2]([N:5]1[CH2:11][C@H:9]([OH:10])[C:8](=O)[CH2:7][CH2:6]1)(=[O:4])=[O:3].[NH3:12].B.CCN(c1ccccc1)CC>>[CH3:1][S:2]([N:5]1[CH2:11][C@@H:9]([OH:10])[C@H:8]([NH2:12])[CH2:7][CH2:6]1)(=[O:4])=[O:3]. The reactants are BrC1=CC(=C(C=C1OCC)N1C(NC(=CC1=O)C(F)(F)F)=O)F (3-(4-Bromo-5-ethoxy-2-fluorophenyl)-6-trifluoromethyl-2,4(1H,3H)-pyrimidinedione), CI (methyl iodide), C([O-])([O-])=O.[K+].[K+] (potassium carbonate). The solvent is CN(C)C=O (DMF), CN(C)C=O (DMF). Run at time 8 hour. The product is BrC1=CC(=C(C=C1OCC)N1C(N(C(=CC1=O)C(F)(F)F)C)=O)F (3-(4-bromo-5-ethoxy-2-fluorophenyl)-1-methyl-6-trifluoromethyl-2,4( 1H,3H)-pyrimidinedione). The yield is 84.4%. As a reaction SMILES: [Br:1][C:2]1[C:7]([O:8][CH2:9][CH3:10])=[CH:6][C:5]([N:11]2[C:16](=[O:17])[CH:15]=[C:14]([C:18]([F:21])([F:20])[F:19])[NH:13][C:12]2=[O:22])=[C:4]([F:23])[CH:3]=1.CI.[C:26](=O)([O-])[O-].[K+].[K+]>CN(C=O)C>[Br:1][C:2]1[C:7]([O:8][CH2:9][CH3:10])=[CH:6][C:5]([N:11]2[C:16](=[O:17])[CH:15]=[C:14]([C:18]([F:21])([F:20])[F:19])[N:13]([CH3:26])[C:12]2=[O:22])=[C:4]([F:23])[CH:3]=1 |f:2.3.4|. Procedure details: 3-(4-Bromo-5-ethoxy-2-fluorophenyl)-6-trifluoromethyl-2,4(1H,3H)-pyrimidinedione (2.38 g), methyl iodide (1.06 g) and potassium carbonate (1.04 g) were suspended in DMF (12 ml), and the mixture was stirred at room temperature for about 8 hours. After the reaction, DMF was distilled off under reduced pressure, extracted with ethyl acetate, washed with water, and dried over anhydrous magnesium sulfate. Then, ethyl acetate was distilled off, and the resulting residue was crystallized from a mixed s... The reactants are CCOC(C)=O, CCCC[SnH](CCCC)CCCC, CCCCCCC, IC1CCCCC1, Clc1ccccc1, CC1(C)CC(=O)CC(C)(C)N1O. The product is CC1(C)CC(=O)CC(C)(C)N1OC1CCCCC1. RXN SMILES: [C:33]([O:34][CH2:35][CH3:36])(=[O:37])[CH3:38].[CH2:1]([SnH:2]([CH2:3][CH2:4][CH2:5][CH3:6])[CH2:7][CH2:8][CH2:9][CH3:10])[CH2:11][CH2:12][CH3:13].[CH3:39][CH2:40][CH2:41][CH2:42][CH2:43][CH2:44][CH3:45].[CH:26]1([I:32])[CH2:27][CH2:28][CH2:29][CH2:30][CH2:31]1.[Cl:46][c:47]1[cH:48][cH:49][cH:50][cH:51][cH:52]1.[OH:14][N:15]1[C:16]([CH3:24])([CH3:25])[CH2:17][C:18](=[O:23])[CH2:19][C:20]1([CH3:21])[CH3:22]>>[O:14]([N:15]1[C:16]([CH3:24])([CH3:25])[CH2:17][C:18](=[O:23])[CH2:19][C:20]1([CH3:21])[CH3:22])[CH:26]1[CH2:27][CH2:28][CH2:29][CH2:30][CH2:31]1. The reactants are C1COCCO1, CNS(=O)(=O)c1ccc(Nc2cc(N3CCCCC3)cc(Cl)n2)cc1, OB(O)c1ccc(F)cc1, [Na+], [Na+], O=C([O-])[O-], O. The product is CNS(=O)(=O)c1ccc(Nc2cc(N3CCCCC3)cc(-c3ccc(F)cc3)n2)cc1. RXN SMILES: [CH2:43]1[O:44][CH2:45][CH2:46][O:47][CH2:48]1.[Cl:1][c:2]1[cH:3][c:4]([N:20]2[CH2:21][CH2:22][CH2:23][CH2:24][CH2:25]2)[cH:5][c:6]([NH:8][c:9]2[cH:10][cH:11][c:12]([S:15](=[O:16])(=[O:17])[NH:18][CH3:19])[cH:13][cH:14]2)[n:7]1.[F:32][c:33]1[cH:34][cH:35][c:36]([B:39]([OH:40])[OH:41])[cH:37][cH:38]1.[Na+:26].[Na+:27].[O-:28][C:29](=[O:30])[O-:31].[OH2:42]>>[c:2]1(-[c:36]2[cH:35][cH:34][c:33]([F:32])[cH:38][cH:37]2)[cH:3][c:4]([N:20]2[CH2:21][CH2:22][CH2:23][CH2:24][CH2:25]2)[cH:5][c:6]([NH:8][c:9]2[cH:10][cH:11][c:12]([S:15](=[O:16])(=[O:17])[NH:18][CH3:19])[cH:13][cH:14]2)[n:7]1. The reactants are BrC1=C(C=CC=2N=CNC21)NC=2NCCN2 (4-bromo-5-(2-imidazolin-2-ylamino)benzimidazole), BrBr (Br2), N (NH3). Reagents/catalysts: [Hg](OC(=O)C)OC(=O)C (Hg(OAc)2). The solvent is CC(=O)O (AcOH). The product is BrC1=C(C(=CC=2N=CNC21)Br)NC=2NCCN2 (4,6-Dibromo-5-(2-imidazolin-2-ylamino)benzimidazole). The yield is 86.0%. RXN SMILES: [Br:1][C:2]1[C:10]2[NH:9][CH:8]=[N:7][C:6]=2[CH:5]=[CH:4][C:3]=1[NH:11][C:12]1[NH:13][CH2:14][CH2:15][N:16]=1.[Br:17]Br.N>CC(O)=O.[Hg](OC(C)=O)OC(C)=O>[Br:1][C:2]1[C:10]2[NH:9][CH:8]=[N:7][C:6]=2[CH:5]=[C:4]([Br:17])[C:3]=1[NH:11][C:12]1[NH:13][CH2:14][CH2:15][N:16]=1. Procedure: To a solution of 4-bromo-5-(2-imidazolin-2-ylamino)benzimidazole (0.2 g, 0.7 mmol) in 10 ml AcOH was added 200 mg of Hg(OAc)2 and few drops of Br2. Reaction mixture was concentrated in vacuo, yielding a dark oily residue, which was subjected to silica gel column chromatography (NH3 sat'd 30% MeOH/EtOAc) to provide 210 mg (0.58 mmol, 86%) of the desired product. The product obtained was converted to the fumarate salt and recrystallized from EtOH to afford 0.051 g (14%) of the product as a white s... As a reaction SMILES: [C:1]([O:8][CH3:9])(=[O:7])/[CH:2]=[CH:3]/[C:4]([OH:6])=[O:5].[C:10](=[O:13])([O-])[OH:11].[Cs+].[CH3:15][N:16]1[C:20](=[O:21])[CH2:19]CC1>>[CH3:9][O:8][C:1](/[CH:2]=[CH:3]/[C:4]([O:6][CH2:19][C:20]([NH:16][CH2:15][C:10]([OH:11])=[O:13])=[O:21])=[O:5])=[O:7] |f:1.2|. The yield is 12.0%. Product: COC(=O)/C=C/C(=O)OCC(=O)NCC(=O)O (2-{2-[(2E)-3-(Methoxycarbonyl)prop-2-enoyloxy]acetylamino}acetic acid). The reactants are tert-butyl 2-(2-chloroacetylamino) acetate, C(O)([O-])=O.[Cs+] (cesium hydrogen carbonate), tert-butyl, C(\C=C\C(=O)O)(=O)OC (methyl hydrogen fumarate), CN1CCCC1=O (NMP). Procedure details: Following general procedure A, methyl hydrogen fumarate (MHF) (0.68 g, 5.26 mmol) dissolved in NMP was reacted at ca. 55° C. with tert-butyl 2-(2-chloroacetylamino) acetate (0.91 g, 4.38 mmol) in the presence of CsHCO3 (1.19 g, 6.13 mmol) of the tert-butyl-protected intermediate and then purified by silica gel column chromatography (Biotage) using a mixture of ethyl acetate (EtOAc) and hexanes (1:2 to 2:3 to 1:1) as eluent. The purified product was treated with 50% trifluoroacetic acid (TFA) in ... The reactants are NC1=C(C=CC=C1)N1N=C2C(=CN(C=3C=CC=CC23)CC2=CC=C(C=C2)N2N=CC=C2)C1=O (2-(2-Aminophenyl)-5-{[4-(1H-pyrazol-1-yl)phenyl]methyl}-2,5-dihydro-3H-pyrazolo[4,3-c]quinolin-3-one), [BH4-].[Na+] (sodium borohydride), C(C)=O (acetaldehyde), C(C)(=O)O (acetic acid). Run in O1CCCC1 (tetrahydrofuran), O (water). Run at time 10 minute. The product is C(C)NC1=C(C=CC=C1)N1N=C2C(=CN(C=3C=CC=CC23)CC2=CC=C(C=C2)N2N=CC=C2)C1=O ((2-(Ethylamino)phenyl]-5-{[4-(1H-pyrazol-1-yl)phenyl]methyl}-2,5-dihydro-3H-pyrazolo[4,3-c]quinolin-3-one). Reaction SMILES: [NH2:1][C:2]1[CH:7]=[CH:6][CH:5]=[CH:4][C:3]=1[N:8]1[C:32](=[O:33])[C:11]2=[CH:12][N:13]([CH2:20][C:21]3[CH:26]=[CH:25][C:24]([N:27]4[CH:31]=[CH:30][CH:29]=[N:28]4)=[CH:23][CH:22]=3)[C:14]3[CH:15]=[CH:16][CH:17]=[CH:18][C:19]=3[C:10]2=[N:9]1.[CH:34](=O)[CH3:35].C(O)(=O)C.[BH4-].[Na+]>O1CCCC1.O>[CH2:34]([NH:1][C:2]1[CH:7]=[CH:6][CH:5]=[CH:4][C:3]=1[N:8]1[C:32](=[O:33])[C:11]2=[CH:12][N:13]([CH2:20][C:21]3[CH:26]=[CH:25][C:24]([N:27]4[CH:31]=[CH:30][CH:29]=[N:28]4)=[CH:23][CH:22]=3)[C:14]3[CH:15]=[CH:16][CH:17]=[CH:18][C:19]=3[C:10]2=[N:9]1)[CH3:35] |f:3.4|. Procedure: 2-(2-Aminophenyl)-5-{[4-(1H-pyrazol-1-yl)phenyl]methyl}-2,5-dihydro-3H-pyrazolo[4,3-c]quinolin-3-one (Example 626, 40 mg, 0.092 mmol), acetaldehyde (4.1 mg, 0.092 mmol, 1 equiv) and acetic acid (32 μL, 0.55 mmol, 6 equiv) were combined in tetrahydrofuran (1 mL) and stirred at ambient temperature for 10 minutes. The mixture was treated with sodium borohydride (1.2 mg, 0.046 mmol, 0.5 equiv) and after 2 hours at ambient temperature, the mixture was poured into water (5 mL) and extracted with ethyl...